From a dataset of the Open Reaction Database (ORD), a public repository of structured organic reaction records. describe an organic reaction: reactants, conditions, products, and yield Starting materials: C(C)(C)(C)OC(=O)N1CCN(CC1)C1=NC=C(C=C1)[N+](=O)[O-] (4-(5-nitro-pyridin-2-yl)-piperazine-1-carboxylic acid tert-butyl ester), [H][H] (hydrogen), CO (MeOH), [H][H] (hydrogen). The reagents and catalysts are [Pd] (Pd on carbon). The solvent is CCOC(=O)C (EtOAc), CCOC(=O)C (EtOAc). Run at time 20 hour. Yields the product C(C)(C)(C)OC(=O)N1CCN(CC1)C1=NC=C(C=C1)N (4-(5-amino-pyridin-2-yl)-piperazine-1-carboxylic acid tert-butyl ester). The yield is 98.1%. As a reaction SMILES: [C:1]([O:5][C:6]([N:8]1[CH2:13][CH2:12][N:11]([C:14]2[CH:19]=[CH:18][C:17]([N+:20]([O-])=O)=[CH:16][N:15]=2)[CH2:10][CH2:9]1)=[O:7])([CH3:4])([CH3:3])[CH3:2].CO.[H][H]>[Pd].CCOC(C)=O>[C:1]([O:5][C:6]([N:8]1[CH2:13][CH2:12][N:11]([C:14]2[CH:19]=[CH:18][C:17]([NH2:20])=[CH:16][N:15]=2)[CH2:10][CH2:9]1)=[O:7])([CH3:4])([CH3:2])[CH3:3]. Reported procedure: Place 4-(5-nitro-pyridin-2-yl)-piperazine-1-carboxylic acid tert-butyl ester (1.14 g, 3.70 mmol) in 1:1 EtOAc:MeOH (20 mL). Add 10% Pd on carbon using EtOAc (5 mL). Purge the reaction and then add hydrogen. Repeat the purge/fill cycle twice and place the reaction under a balloon of hydrogen and stir at room temperature for 20 hours. Filter the reaction through a pad of Celite® and wash the filter cake with EtOAc. Collect the filtrate and concentrate under reduced pressure to yield 1.01 g (98%) o... Product: Cc1ccc(-n2nc(C(C)(C)C)cc2NC(=O)NCc2cc(F)ccc2Oc2ccc3c(cnn3CCO)c2)cc1. RXN SMILES: [BH4-:44].[C:1]([CH3:2])([CH3:3])([CH3:4])[c:5]1[n:6][n:7](-[c:37]2[cH:38][cH:39][c:40]([CH3:43])[cH:41][cH:42]2)[c:8]([NH:10][C:11]([NH:12][CH2:13][c:14]2[c:15]([O:16][c:17]3[cH:18][c:19]4[cH:20][n:21][n:22]([CH2:26][C:27](=[O:28])[O:29][CH3:30])[c:23]4[cH:24][cH:25]3)[cH:31][cH:32][c:33]([F:35])[cH:34]2)=[O:36])[cH:9]1.[CH3:46][OH:47].[Na+:45]>>[C:1]([CH3:2])([CH3:3])([CH3:4])[c:5]1[n:6][n:7](-[c:37]2[cH:38][cH:39][c:40]([CH3:43])[cH:41][cH:42]2)[c:8]([NH:10][C:11]([NH:12][CH2:13][c:14]2[c:15]([O:16][c:17]3[cH:18][c:19]4[cH:20][n:21][n:22]([CH2:26][CH2:27][OH:28])[c:23]4[cH:24][cH:25]3)[cH:31][cH:32][c:33]([F:35])[cH:34]2)=[O:36])[cH:9]1. Starting materials: [BH4-], COC(=O)Cn1ncc2cc(Oc3ccc(F)cc3CNC(=O)Nc3cc(C(C)(C)C)nn3-c3ccc(C)cc3)ccc21, CO, [Na+]. The reactants are O1CCOC12CCC(CC2)N2CCOCC2 (4-(1,4-Dioxa-spiro[4.5]dec-8-yl)-morpholine), Cl (HCl). The solvent is C1CCOC1 (THF). Run at time 17 hour. Product: N1(CCOCC1)C1CCC(CC1)=O (4-Morpholin-4-yl-cyclohexanone). RXN SMILES: O1[C:5]2([CH2:10][CH2:9][CH:8]([N:11]3[CH2:16][CH2:15][O:14][CH2:13][CH2:12]3)[CH2:7][CH2:6]2)[O:4]CC1.Cl>C1COCC1>[N:11]1([CH:8]2[CH2:7][CH2:6][C:5](=[O:4])[CH2:10][CH2:9]2)[CH2:12][CH2:13][O:14][CH2:15][CH2:16]1. Procedure details: To a solution of 1 (4.50 g, 19.8 mmol) in THF (100 mL) was added 7 N aqueous HCl (40 mL). The reaction mixture was stirred for 17 h and the reaction was quenched by pouring onto saturated aqueous NaHCO3 (475 mL). The mixture was extracted with ethyl acetate (1×) then CH2Cl2 (3×) and the combined organic extracts dried (MgSO4) and concentrated. The resulting oil was purified by Kugelrohr distillation to give (VII-a) (3.17 g, 87%) as a clear oil; 1H NMR (400 MHz, CDCl3) δ 1.80-1.94 (m, 2H), 1.80-2... The reactants are FC(C1=C(CN2N=C(C3=CC(=CC=C23)C=O)Cl)C=CC(=C1)C(F)(F)F)(F)F (1-(2,4-Bis-trifluoromethyl-benzyl)-3-chloro-1H-indazole-5-carbaldehyde), OC[C@@H]1CN(CCO1)C=1SCC(N1)=O (2-(2-(S)-Hydroxymethyl-morpholin-4-yl)-thiazol-4-one). The product is FC(C1=C(CN2N=C(C3=CC(=CC=C23)C=C2C(N=C(S2)N2C[C@H](OCC2)CO)=O)Cl)C=CC(=C1)C(F)(F)F)(F)F (5-[1-(2,4-Bis-trifluoromethyl-benzyl)-3-chloro-1H-indazol-5-ylmethylene]-2-(2-(S)-hydroxymethyl-morpholin-4-yl)-thiazol-4-one). As a reaction SMILES: [F:1][C:2]([F:27])([F:26])[C:3]1[CH:21]=[C:20]([C:22]([F:25])([F:24])[F:23])[CH:19]=[CH:18][C:4]=1[CH2:5][N:6]1[C:14]2[C:9](=[CH:10][C:11]([CH:15]=O)=[CH:12][CH:13]=2)[C:8]([Cl:17])=[N:7]1.[OH:28][CH2:29][C@H:30]1[O:35][CH2:34][CH2:33][N:32]([C:36]2[S:37][CH2:38][C:39](=[O:41])[N:40]=2)[CH2:31]1>>[F:27][C:2]([F:1])([F:26])[C:3]1[CH:21]=[C:20]([C:22]([F:23])([F:25])[F:24])[CH:19]=[CH:18][C:4]=1[CH2:5][N:6]1[C:14]2[C:9](=[CH:10][C:11]([CH:15]=[C:38]3[S:37][C:36]([N:32]4[CH2:33][CH2:34][O:35][C@H:30]([CH2:29][OH:28])[CH2:31]4)=[N:40][C:39]3=[O:41])=[CH:12][CH:13]=2)[C:8]([Cl:17])=[N:7]1. Reported procedure: 5-[1-(2,4-Bis-trifluoromethyl-benzyl)-3-chloro-1H-indazol-5-ylmethylene]-2-(2-(S)-hydroxymethyl-morpholin-4-yl)-thiazol-4-one was prepared from 1-(2,4-Bis-trifluoromethyl-benzyl)-3-chloro-1H-indazole-5-carbaldehyde and 2-(2-(S)-Hydroxymethyl-morpholin-4-yl)-thiazol-4-one following general procedure D. The reactants are CS(=O)(=O)N1CCCNCC1, CS(C)=O, CO, CCN(C(C)C)C(C)C, Cc1cc2nc(NC(=O)c3ccc(C(C)(C)O)cc3)cc(Cl)n2n1, Cl, CN(C)C=O. The product is Cc1cc2nc(NC(=O)c3ccc(C(C)(C)O)cc3)cc(N3CCCN(S(C)(=O)=O)CC3)n2n1. As a reaction SMILES: [CH3:26][S:27](=[O:28])(=[O:29])[N:30]1[CH2:31][CH2:32][NH:33][CH2:34][CH2:35][CH2:36]1.[CH3:51][S:52]([CH3:53])=[O:54].[CH3:55][OH:56].[CH:37]([N:38]([CH2:39][CH3:40])[CH:41]([CH3:42])[CH3:43])([CH3:44])[CH3:45].[Cl:1][c:2]1[cH:3][c:4]([NH:12][C:13]([c:14]2[cH:15][cH:16][c:17]([C:20]([CH3:21])([CH3:22])[OH:23])[cH:18][cH:19]2)=[O:24])[n:5][c:6]2[n:7]1[n:8][c:9]([CH3:11])[cH:10]2.[ClH:25].[O:46]=[CH:47][N:48]([CH3:49])[CH3:50]>>[c:2]1([N:33]2[CH2:32][CH2:31][N:30]([S:27]([CH3:26])(=[O:28])=[O:29])[CH2:36][CH2:35][CH2:34]2)[cH:3][c:4]([NH:12][C:13]([c:14]2[cH:15][cH:16][c:17]([C:20]([CH3:21])([CH3:22])[OH:23])[cH:18][cH:19]2)=[O:24])[n:5][c:6]2[n:7]1[n:8][c:9]([CH3:11])[cH:10]2. Starting materials: N1=C(C=CC=C1)C1=NOC=C1COC=1N=CC(=NC1)C(=O)O (5-(3-pyridin-2-yl-isoxazol-4-ylmethoxy)-pyrazine-2-carboxylic acid), CC1=C(C(=NO1)C1=CC=CC=C1)COC=1N=CC(=NC1)C(=O)O (5-(5-methyl-3-phenyl-isoxazol-4-ylmethoxy)-pyrazine-2-carboxylic acid), NC1CCOCC1 (4-aminotetrahydropyran). The product is O1CCC(CC1)NC(=O)C1=NC=C(N=C1)OCC=1C(=NOC1)C1=NC=CC=C1 (5-(3-Pyridin-2-yl-isoxazol-4-ylmethoxy)-pyrazine-2-carboxylic acid (tetrahydro-pyran-4-yl)-amide). Isolated yield 87.0%. RXN SMILES: [N:1]1[CH:6]=[CH:5][CH:4]=[CH:3][C:2]=1[C:7]1[C:11]([CH2:12][O:13][C:14]2[N:15]=[CH:16][C:17]([C:20]([OH:22])=O)=[N:18][CH:19]=2)=[CH:10][O:9][N:8]=1.CC1O[N:27]=[C:26](C2C=CC=CC=2)[C:25]=1[CH2:35][O:36][C:37]1N=CC(C(O)=O)=N[CH:42]=1.NC1CCOCC1>>[O:36]1[CH2:35][CH2:25][CH:26]([NH:27][C:20]([C:17]2[CH:16]=[N:15][C:14]([O:13][CH2:12][C:11]3[C:7]([C:2]4[CH:3]=[CH:4][CH:5]=[CH:6][N:1]=4)=[N:8][O:9][CH:10]=3)=[CH:19][N:18]=2)=[O:22])[CH2:42][CH2:37]1. Reported procedure: As described for example 2b, 5-(3-pyridin-2-yl-isoxazol-4-ylmethoxy)-pyrazine-2-carboxylic acid (75.4 mg, 2.5 mmol), instead of 5-(5-methyl-3-phenyl-isoxazol-4-ylmethoxy)-pyrazine-2-carboxylic acid, was converted, using 4-aminotetrahydropyran instead of aminomethylcyclopropane, to the title compound (SiO2, heptane:ethyl acetate 1:1 to 0:1, 83.8 mg, 87%) which was obtained as a white solid. MS: m/e=382.2 [M+H]+. Reactants: O1CCOC12CC=C(CC2)C2=CC=C(C(=O)OC)C=C2 (methyl 4-(1,4-dioxaspiro[4.5]dec-7-en-8-yl)benzoate), OCC1(O)[C@H](O)[C@H](O)[C@H](O)CO1 (Psi). Reagents/catalysts: [Pd] (Pd/C). The solvent is CCOC(=O)C.CO (EtOAc CH3OH). Product: O1CCOC12CCC(CC2)C2=CC=C(C(=O)OC)C=C2 (Methyl 4-(1,4-dioxaspiro[4.5]dec-8-yl)benzoate). The yield is 92.9%. As a reaction SMILES: [O:1]1[C:5]2([CH2:10][CH2:9][C:8]([C:11]3[CH:20]=[CH:19][C:14]([C:15]([O:17][CH3:18])=[O:16])=[CH:13][CH:12]=3)=[CH:7][CH2:6]2)[O:4][CH2:3][CH2:2]1.OCC1(OC[C@@H](O)[C@@H](O)[C@H]1O)O>[Pd].CCOC(C)=O.CO>[O:1]1[C:5]2([CH2:10][CH2:9][CH:8]([C:11]3[CH:12]=[CH:13][C:14]([C:15]([O:17][CH3:18])=[O:16])=[CH:19][CH:20]=3)[CH2:7][CH2:6]2)[O:4][CH2:3][CH2:2]1 |f:3.4|. Procedure details: A mixture of methyl 4-(1,4-dioxaspiro[4.5]dec-7-en-8-yl)benzoate (514 mg, 1.87 mmol) and 10% Pd/C (127 mg) in 15 mL of 1:2 v/v EtOAc/CH3OH was shaken for 6.5 h under 45 Psi of H2 using a Parr shaker. Catalyst was filtered off through a cake of Celite and washed with copious of EtOAc. The filtrate was concentrated to give 480 mg of the title compound. Starting materials: BrCCC1=CC=C(C=C1)S(=O)(=O)Cl (4-(2-bromoethyl)benzenesulfonyl chloride), CC=1C(=NC=CC1)N (3-Methyl-2-pyridinamine), Cl (hydrochloric acid). Run in ClCCl (dichloromethane). Run at temperature 35 celsius, time 1 hour. Yields the product BrCCC1=CC=C(C=C1)S(=O)(=O)NC1=NC=CC=C1C (4-(2-Bromoethyl)-N-(3-methyl-2-pyridinyl)benzenesulfonamide). Yield: 45.0%. Reaction SMILES: [CH3:1][C:2]1[C:3]([NH2:8])=[N:4][CH:5]=[CH:6][CH:7]=1.[Br:9][CH2:10][CH2:11][C:12]1[CH:17]=[CH:16][C:15]([S:18](Cl)(=[O:20])=[O:19])=[CH:14][CH:13]=1.Cl>ClCCl>[Br:9][CH2:10][CH2:11][C:12]1[CH:13]=[CH:14][C:15]([S:18]([NH:8][C:3]2[C:2]([CH3:1])=[CH:7][CH:6]=[CH:5][N:4]=2)(=[O:20])=[O:19])=[CH:16][CH:17]=1. Procedure details: 3-Methyl-2-pyridinamine (431 g, 4.0 mol) was dissolved in dichloromethane (700 ml) and 4-(2-bromoethyl)benzenesulfonyl chloride (340 g, 1.33 mol) was added at room temperature. After 1 h at 20° C., the solution was heated to 35° C. for 2 h. Excess dilute hydrochloric acid was added and the phases separated. After washing once with water, the organic phase was dried with MgSO4 and treated with decolorizing carbon. The solvent was evaporated and warm methanol added to the residue, which crystalliz... The reactants are [Ca+2], [Cl-], [Cl-], ClCCl, COC1CCCC(COc2ccc(F)cc2)O1, O=S(O)c1ccccc1. Product: O=S(=O)(c1ccccc1)C1CCCC(COc2ccc(F)cc2)O1. RXN SMILES: [Ca+2:12].[Cl-:10].[Cl-:11].[Cl:30][CH2:31][Cl:32].[F:13][c:14]1[cH:15][cH:16][c:17]([O:18][CH2:19][CH:20]2[CH2:21][CH2:22][CH2:23][CH:24]([O:26][CH3:27])[O:25]2)[cH:28][cH:29]1.[OH:1][S:2](=[O:3])[c:4]1[cH:5][cH:6][cH:7][cH:8][cH:9]1>>[O:1]=[S:2](=[O:3])([c:4]1[cH:5][cH:6][cH:7][cH:8][cH:9]1)[CH:24]1[CH2:23][CH2:22][CH2:21][CH:20]([CH2:19][O:18][c:17]2[cH:16][cH:15][c:14]([F:13])[cH:29][cH:28]2)[O:25]1. Starting materials: COCC1(OC2=CC=C(C=C2C2C1O2)C#N)C (2-methoxymethyl-2-methyl3,4-epoxy-6-cyanochroman), N1C(C=CC=C1)=O (1H-2-pyridone), N1=CC=CC=C1 (pyridine). Solvent: C(C)O (ethanol). Run at time 72 hour. Yields the product COCC1(OC2=CC=C(C=C2C(C1O)N1C(C=CC=C1)=O)C#N)C (2-Methoxymethyl-2-methyl-4-(1,2-dihydro-2-oxo-1-pyridyl)-6-cyano3-chromanol). As a reaction SMILES: [CH3:1][O:2][CH2:3][C:4]1([CH3:17])[CH:13]2[O:14][CH:12]2[C:11]2[C:6](=[CH:7][CH:8]=[C:9]([C:15]#[N:16])[CH:10]=2)[O:5]1.[NH:18]1[CH:23]=[CH:22][CH:21]=[CH:20][C:19]1=[O:24].N1C=CC=CC=1>C(O)C>[CH3:1][O:2][CH2:3][C:4]1([CH3:17])[CH:13]([OH:14])[CH:12]([N:18]2[CH:23]=[CH:22][CH:21]=[CH:20][C:19]2=[O:24])[C:11]2[C:6](=[CH:7][CH:8]=[C:9]([C:15]#[N:16])[CH:10]=2)[O:5]1. Reported procedure: A mixture of 23.1 g of 2-methoxymethyl-2-methyl3,4-epoxy-6-cyanochroman, 9.5 g of 1H-2-pyridone, 12 ml of pyridine and 600 ml of ethanol is boiled for 72 hours. About 300 ml are removed by distillation, the mixture is cooled and filtered, the solution is evaporated and the residue is worked up in the customary manner. 2-Methoxymethyl-2-methyl-4-(1,2-dihydro-2-oxo-1-pyridyl)-6-cyano3-chromanol, stereoisomer mixture ("A") is obtained, which can be separated into isomer "Al" (CH3 and OH in the cis-...